From a dataset of the Open Reaction Database (ORD), a public repository of structured organic reaction records. describe an organic reaction: reactants, conditions, products, and yield Starting materials: CCC1(C=NS(=O)C(C)(C)C)CCC2(CC1)OCCO2, CCC1(C#N)CCC2(CC1)OCCO2, O=S(=O)(CF)c1ccccc1, C1CCOC1. Product: CCC1(C(NS(=O)C(C)(C)C)C(F)S(=O)(=O)c2ccccc2)CCC2(CC1)OCCO2. Reaction SMILES: [CH2:1]([CH3:2])[C:3]1([CH:13]=[N:14][S:15](=[O:16])[C:17]([CH3:18])([CH3:19])[CH3:20])[CH2:4][CH2:5][C:6]2([O:7][CH2:8][CH2:9][O:10]2)[CH2:11][CH2:12]1.[CH2:21]([C:22]1([C:23]#[N:24])[CH2:25][CH2:26][C:27]2([O:28][CH2:29][CH2:30][O:31]2)[CH2:32][CH2:33]1)[CH3:34].[F:35][CH2:36][S:37](=[O:38])(=[O:39])[c:40]1[cH:41][cH:42][cH:43][cH:44][cH:45]1.[O:46]1[CH2:47][CH2:48][CH2:49][CH2:50]1>>[CH2:1]([CH3:2])[C:3]1([CH:13]([NH:14][S:15](=[O:16])[C:17]([CH3:18])([CH3:19])[CH3:20])[CH:36]([F:35])[S:37](=[O:38])(=[O:39])[c:40]2[cH:41][cH:42][cH:43][cH:44][cH:45]2)[CH2:4][CH2:5][C:6]2([O:7][CH2:8][CH2:9][O:10]2)[CH2:11][CH2:12]1. Starting materials: CCC(=O)Nc1sc(Cl)cc1C(=O)c1ccccc1F, CCO, Cl. The product is CNc1sc(Cl)cc1C(=O)c1ccccc1F. RXN SMILES: [CH3:1][CH2:2][C:3](=[O:4])[NH:5][c:6]1[s:7][c:8]([Cl:20])[cH:9][c:10]1[C:11]([c:12]1[c:13]([F:18])[cH:14][cH:15][cH:16][cH:17]1)=[O:19].[CH3:22][CH2:23][OH:24].[ClH:21]>>[CH3:3][NH:5][c:6]1[s:7][c:8]([Cl:20])[cH:9][c:10]1[C:11]([c:12]1[c:13]([F:18])[cH:14][cH:15][cH:16][cH:17]1)=[O:19].